This data is from the Open Reaction Database (ORD), a public repository of structured organic reaction records. The task is: describe an organic reaction: reactants, conditions, products, and yield Reactants: CC(=O)OC1CCC2(C)C(CCC3=C4C(=O)CC(C(C)CCCC(F)(C(F)(F)F)C(F)(F)F)C4(C)CCC32)C1, O=C([O-])[O-], CCOC(C)=O, CO, [K+], [K+], O. The product is CC(CCCC(F)(C(F)(F)F)C(F)(F)F)C1CC(=O)C2=C3CCC4CC(O)CCC4(C)C3CCC21C. Reaction SMILES: [C:1](=[O:2])([CH3:3])[O:4][CH:5]1[CH2:6][CH:7]2[CH2:8][CH2:9][C:10]3=[C:11]4[C:12](=[O:39])[CH2:13][CH:14]([CH:15]([CH2:16][CH2:17][CH2:18][C:19]([C:20]([F:21])([F:22])[F:23])([C:24]([F:25])([F:26])[F:27])[F:28])[CH3:29])[C:30]4([CH3:38])[CH2:31][CH2:32][CH:33]3[C:34]2([CH3:37])[CH2:35][CH2:36]1.[C:40](=[O:41])([O-:42])[O-:43].[CH3:46][CH2:47][O:48][C:49](=[O:50])[CH3:51].[CH3:53][OH:54].[K+:44].[K+:45].[OH2:52]>>[OH:4][CH:5]1[CH2:6][CH:7]2[CH2:8][CH2:9][C:10]3=[C:11]4[C:12](=[O:39])[CH2:13][CH:14]([CH:15]([CH2:16][CH2:17][CH2:18][C:19]([C:20]([F:21])([F:22])[F:23])([C:24]([F:25])([F:26])[F:27])[F:28])[CH3:29])[C:30]4([CH3:38])[CH2:31][CH2:32][CH:33]3[C:34]2([CH3:37])[CH2:35][CH2:36]1. Reaction SMILES: [CH3:30][OH:31].[F:1][c:2]1[cH:3][cH:4][c:5]([NH:8][C:9](=[O:10])[CH:11]2[N:12]([C:18]([O:19][CH2:20][c:21]3[cH:22][cH:23][cH:24][cH:25][cH:26]3)=[O:27])[CH2:13][CH:14]([O:16][CH3:17])[CH2:15]2)[cH:6][n:7]1.[H:28][H:29]>>[F:1][c:2]1[cH:3][cH:4][c:5]([NH:8][C:9](=[O:10])[CH:11]2[NH:12][CH2:13][CH:14]([O:16][CH3:17])[CH2:15]2)[cH:6][n:7]1. The reactants are CO, COC1CC(C(=O)Nc2ccc(F)nc2)N(C(=O)OCc2ccccc2)C1, [H][H]. The product is COC1CNC(C(=O)Nc2ccc(F)nc2)C1. The reactants are O=C(C=NO)Nc1ccccc1F, O, O=S(=O)(O)O. The product is O=C1Nc2c(F)cccc2C1=O. RXN SMILES: [F:1][c:2]1[c:3]([NH:8][C:9]([CH:10]=[N:11][OH:12])=[O:13])[cH:4][cH:5][cH:6][cH:7]1.[OH2:14].[S:15](=[O:16])(=[O:17])([OH:18])[OH:19]>>[F:1][c:2]1[c:3]2[c:4]([cH:5][cH:6][cH:7]1)[C:10](=[O:14])[C:9](=[O:13])[NH:8]2. The reactants are COC(=O)c1cc(-c2cn[nH]n2)ccc1Cl, CO, Cl, [K+], [OH-]. Product: O=C(O)c1cc(-c2cn[nH]n2)ccc1Cl. As a reaction SMILES: [CH3:1][O:2][C:3]([c:4]1[c:5]([Cl:15])[cH:6][cH:7][c:8](-[c:10]2[n:11][nH:12][n:13][cH:14]2)[cH:9]1)=[O:16].[CH3:20][OH:21].[ClH:19].[K+:18].[OH-:17]>>[O:2]=[C:3]([c:4]1[c:5]([Cl:15])[cH:6][cH:7][c:8](-[c:10]2[n:11][nH:12][n:13][cH:14]2)[cH:9]1)[OH:16]. Starting materials: C(C)(C)(C)OC(CN1N(C(CCC(C1=O)NC(C1=CC(=C(C(=C1)Cl)OCC=C)Cl)=O)=O)CCC)=O ([6-(4-Allyloxy-3,5-dichloro-benzoylamino)-3,7-dioxo-2-propyl-[1,2]diazepan-1-yl]-acetic acid tert-butyl ester), C(C1=CC=CC=C1)N1N(C(C(CCC1=O)NC(=O)C1=NC=CC2=CC=CC=C12)=O)CC(NC1C(OC(C1)=O)OCC1=CC=CC=C1)=O (Isoquinoline-1-carboxylic acid {1-benzyl-2-[(2-benzyloxy-5-oxo-tetrahydro-furan-3-ylcarbamoyl)-methyl]-3,7-dioxo-[1,2]diazepan-4-yl}-amide). The product is C(C=C)OC1=C(C=C(C(=O)NC2C(N(N(C(CC2)=O)CCC)CC(NC2C(OC(C2)=O)OCC2=CC=CC=C2)=O)=O)C=C1Cl)Cl (4-Allyloxy-N-{2-[(2-benzyloxy-5-oxo-tetrahydro-furan-3-ylcarbamoyl)-methyl]-3,7-dioxo-1-propyl-[1,2]diazepan-4-yl}-3,5-dichloro-benzamide), C(C1=CC=CC=C1)N1N(C(C(CCC1=O)NC(=O)C1=NC=CC2=CC=CC=C12)=O)CC(NC1C(OC(C1)=O)OCC1=CC=CC=C1)=O (Isoquinoline-1-carboxylic acid {1-benzyl-2-[(2-benzyloxy-5-oxo-tetrahydro-furan-3-ylcarbamoyl)-methyl]-3,7-dioxo-[1,2]diazepan-4-yl}-amide). Reaction SMILES: C(O[C:6](=[O:35])[CH2:7][N:8]1[C:14](=[O:15])[CH:13]([NH:16][C:17](=[O:30])[C:18]2[CH:23]=[C:22]([Cl:24])[C:21]([O:25][CH2:26][CH:27]=[CH2:28])=[C:20]([Cl:29])[CH:19]=2)[CH2:12][CH2:11][C:10](=[O:31])[N:9]1[CH2:32][CH2:33][CH3:34])(C)(C)C.[CH2:36]([N:43]1[C:49](=[O:50])[CH2:48][CH2:47][CH:46]([NH:51][C:52]([C:54]2[C:63]3[C:58](=[CH:59][CH:60]=[CH:61][CH:62]=3)[CH:57]=[CH:56][N:55]=2)=[O:53])[C:45](=[O:64])[N:44]1[CH2:65][C:66](=[O:82])[NH:67][CH:68]1[CH2:72][C:71](=[O:73])[O:70][CH:69]1[O:74][CH2:75][C:76]1[CH:81]=[CH:80][CH:79]=[CH:78][CH:77]=1)[C:37]1[CH:42]=[CH:41][CH:40]=[CH:39][CH:38]=1>>[CH2:26]([O:25][C:21]1[C:22]([Cl:24])=[CH:23][C:18]([C:17]([NH:16][CH:13]2[CH2:12][CH2:11][C:10](=[O:31])[N:9]([CH2:32][CH2:33][CH3:34])[N:8]([CH2:7][C:6](=[O:35])[NH:67][CH:68]3[CH2:72][C:71](=[O:73])[O:70][CH:69]3[O:74][CH2:75][C:76]3[CH:81]=[CH:80][CH:79]=[CH:78][CH:77]=3)[C:14]2=[O:15])=[O:30])=[CH:19][C:20]=1[Cl:29])[CH:27]=[CH2:28].[CH2:36]([N:43]1[C:49](=[O:50])[CH2:48][CH2:47][CH:46]([NH:51][C:52]([C:54]2[C:63]3[C:58](=[CH:59][CH:60]=[CH:61][CH:62]=3)[CH:57]=[CH:56][N:55]=2)=[O:53])[C:45](=[O:64])[N:44]1[CH2:65][C:66](=[O:82])[NH:67][CH:68]1[CH2:72][C:71](=[O:73])[O:70][CH:69]1[O:74][CH2:75][C:76]1[CH:81]=[CH:80][CH:79]=[CH:78][CH:77]=1)[C:37]1[CH:38]=[CH:39][CH:40]=[CH:41][CH:42]=1. Procedure: 4-Allyloxy-N-{2-[(2-benzyloxy-5-oxo-tetrahydro-furan-3-ylcarbamoyl)-methyl]-3,7-dioxo-1-propyl-[1,2]diazepan-4-yl}-3,5-dichloro-benzamide (10c) was synthesized from 7c and the diastereomers of 9 by the method and chromatography used to prepare 10a to afford both anti diastereomer (78 mg, 31% yield, lower Rf) and syn diastereomer (129 mg, 52% yield, higher Rf) of the title compound. 1H-NMR (500Hz, CDCl3) for the anti diastereomer: δ 1.00-1.05 (t, 3H), 1.60-1.80 (m, 2H), 2.03-2.18 (m, 1H), 2.23-2....